From a dataset of the Open Reaction Database (ORD), a public repository of structured organic reaction records. describe an organic reaction: reactants, conditions, products, and yield Reactants: ClC=1SC(=CC1C1CC(C=2C(=CC=NC2C1)C)=NNC(=N)N)Cl ((−)-7-(2,5-dichlorothiophen-3-yl)-5-guanidinoimino-4-methyl-5,6,7,8-tetrahydroquinoline), [N+](=O)(O)[O-] (nitric acid). The solvent is C(C)O (ethanol). Product: [N+](=O)(O)[O-].ClC=1SC(=CC1C1CC(C=2C(=CC=NC2C1)C)=NNC(=N)N)Cl ((−)-7-(2,5-dichlorothiophen-3-yl)-5-guanidinoimino-4-methyl-5,6,7,8-tetrahydroquinoline nitrate). Reaction SMILES: [Cl:1][C:2]1[S:3][C:4]([Cl:23])=[CH:5][C:6]=1[CH:7]1[CH2:16][C:15]2[N:14]=[CH:13][CH:12]=[C:11]([CH3:17])[C:10]=2[C:9](=[N:18][NH:19][C:20]([NH2:22])=[NH:21])[CH2:8]1.[N+:24]([O-:27])([OH:26])=[O:25]>C(O)C>[N+:24]([O-:27])([OH:26])=[O:25].[Cl:1][C:2]1[S:3][C:4]([Cl:23])=[CH:5][C:6]=1[CH:7]1[CH2:16][C:15]2[N:14]=[CH:13][CH:12]=[C:11]([CH3:17])[C:10]=2[C:9](=[N:18][NH:19][C:20]([NH2:22])=[NH:21])[CH2:8]1 |f:3.4|. Procedure details: To a solution of (−)-7-(2,5-dichlorothiophen-3-yl)-5-guanidinoimino-4-methyl-5,6,7,8-tetrahydroquinoline (0.8 g) in ethanol (20 ml) was added 1.7M nitric acid (2.3 ml), and the mixture was concentrated under reduced pressure to give crystals, which were recrystallized from water to give (−)-7-(2,5-dichlorothiophen-3-yl)-5-guanidinoimino-4-methyl-5,6,7,8-tetrahydroquinoline nitrate (Compound 116) (0.92 g).